From a dataset of the Open Reaction Database (ORD), a public repository of structured organic reaction records. describe an organic reaction: reactants, conditions, products, and yield Starting materials: N#Cc1ccc(N=C=S)cc1, Cc1ccccc1, Nc1ncccc1OCc1ccccc1. Yields the product N#Cc1ccc(NC(=S)Nc2ncccc2OCc2ccccc2)cc1. As a reaction SMILES: [C:16](#[N:17])[c:18]1[cH:19][cH:20][c:21]([N:24]=[C:25]=[S:26])[cH:22][cH:23]1.[CH3:27][c:28]1[cH:29][cH:30][cH:31][cH:32][cH:33]1.[NH2:1][c:2]1[n:3][cH:4][cH:5][cH:6][c:7]1[O:8][CH2:9][c:10]1[cH:11][cH:12][cH:13][cH:14][cH:15]1>>[NH:1]([c:2]1[n:3][cH:4][cH:5][cH:6][c:7]1[O:8][CH2:9][c:10]1[cH:11][cH:12][cH:13][cH:14][cH:15]1)[C:25]([NH:24][c:21]1[cH:20][cH:19][c:18]([C:16]#[N:17])[cH:23][cH:22]1)=[S:26].